This data is from the Open Reaction Database (ORD), a public repository of structured organic reaction records. The task is: describe an organic reaction: reactants, conditions, products, and yield Starting materials: ClC1=C(C#N)C=CC(=C1)[N+](=O)[O-] (2-Chloro-4-nitro-benzonitrile), C(C)(C)N(CC)C(C)C (diisopropylethylamine), NC1=CC=CC=C1 (aniline), CN1C(CCC1)=O (1-methyl-2-pyrollidinone). The solvent is CCOC(=O)C (EtOAc). Product: NC1=C(C=CC=C1)C1=C(C#N)C=CC(=C1)[N+](=O)[O-] (2-Aminophenyl-4-nitro-benzonitrile). The yield is 88.4%. As a reaction SMILES: Cl[C:2]1[CH:9]=[C:8]([N+:10]([O-:12])=[O:11])[CH:7]=[CH:6][C:3]=1[C:4]#[N:5].[NH2:13][C:14]1[CH:19]=[CH:18][CH:17]=[CH:16][CH:15]=1.CN1CCCC1=O.C(N(C(C)C)CC)(C)C>CCOC(C)=O>[NH2:13][C:14]1[CH:19]=[CH:18][CH:17]=[CH:16][C:15]=1[C:2]1[CH:9]=[C:8]([N+:10]([O-:12])=[O:11])[CH:7]=[CH:6][C:3]=1[C:4]#[N:5]. Procedure: 2-Chloro-4-nitro-benzonitrile (Aldrich) (3.64 g, 20 mmol), aniline (2 mL, 22 mmol), 1-methyl-2-pyrollidinone (10 mL) and diisopropylethylamine (4 mL) were combined and heated to 120° under Ar for 18 h, cooler poured into EtOAc (150 mL), washed with H20 (3×50 mL) and satd aq NaCl (50 mL), dried (Na2SO4), concentrated, and the residue was triturated with hexane, filtered and the solid was washed with hexane and dried in vacuo to afford 4.23 g (88%) of the title compound as a light green solid. 1H ...